Dataset: the Open Reaction Database (ORD), a public repository of structured organic reaction records. Task: describe an organic reaction: reactants, conditions, products, and yield Reactants: NCCN1C(C=CC2=C(C=C(N=C12)C)C)=O (1-(2-aminoethyl)-5,7-dimethyl-1,8-naphthyridin-2(1H)-one), CN=C=S (methyl isothiocyanate). Solvent: O (water). Yields the product CNC(=S)NCCN1C(C=CC2=C(C=C(N=C12)C)C)=O (1-{2-[(N-methylthiocarbamoyl)amino]ethyl}-5,7-dimethyl-1,8-naphthyridin-2(1H)-one). As a reaction SMILES: [NH2:1][CH2:2][CH2:3][N:4]1[C:13]2[C:8](=[C:9]([CH3:15])[CH:10]=[C:11]([CH3:14])[N:12]=2)[CH:7]=[CH:6][C:5]1=[O:16].[CH3:17][N:18]=[C:19]=[S:20]>O>[CH3:17][NH:18][C:19]([NH:1][CH2:2][CH2:3][N:4]1[C:13]2[C:8](=[C:9]([CH3:15])[CH:10]=[C:11]([CH3:14])[N:12]=2)[CH:7]=[CH:6][C:5]1=[O:16])=[S:20]. Reported procedure: A mixture of the free base of 1-(2-aminoethyl)-5,7-dimethyl-1,8-naphthyridin-2(1H)-one (700 mg., 0.0032 mole) as prepared in Example 12 and methyl isothiocyanate (180 mg., 0.004 mole) in 5 ml. of water is heated at reflux for 30 minutes. On cooling the reaction, the product is collected by filtration. After recrystallization from methanol, 1-{2-[(N-methylthiocarbamoyl)amino]ethyl}-5,7-dimethyl-1,8-naphthyridin-2(1H)-one m.p. 216.5°-218° C. is obtained. Starting materials: C(C1=CC=CC=C1)N1C(=NC=C1)CCCO (1-benzyl-2-(3-hydroxypropyl) imidazole), S(=O)(Cl)Cl (thionyl chloride). Reagents/catalysts: O (water). Run in C1=CC=CC=C1 (benzene). Yields the product Cl.C(C1=CC=CC=C1)N1C(=NC=C1)CCCCl (1-benzyl-2-(3-chloropropyl)imidazole hydrochloride). RXN SMILES: [CH2:1]([N:8]1[CH:12]=[CH:11][N:10]=[C:9]1[CH2:13][CH2:14][CH2:15]O)[C:2]1[CH:7]=[CH:6][CH:5]=[CH:4][CH:3]=1.S(Cl)([Cl:19])=O>C1C=CC=CC=1.O>[ClH:19].[CH2:1]([N:8]1[CH:12]=[CH:11][N:10]=[C:9]1[CH2:13][CH2:14][CH2:15][Cl:19])[C:2]1[CH:7]=[CH:6][CH:5]=[CH:4][CH:3]=1 |f:4.5|. Procedure: A solution of 1-benzyl-2-(2-carbethoxyethyl)imidazole (5.2 g) in dry ether (150 ml) is added, dropwise, to a stirred suspension of aluminium lithium hydride (1.0 g) in dry ether (150 ml) at gentle reflux. The suspension is subsequently heated under reflux for two hours, and then cooled during the successive addition of water (1 ml), 15% sodium hydroxide (1 ml) and water (3 ml). After heating under reflux for 0.5 hour and filtration, the insoluble solid is extracted with hot methanol (3 × 100 ml)... The reactants are C(C)C=1N=C2N(N1)N(C=C2)CC2=CC=C(C=C2)C2=C(C=CC=C2)C2=NN=NN2C(C2=CC=CC=C2)(C2=CC=CC=C2)C2=CC=CC=C2 (2-ethyl-5-[[2'-(N-triphenylmethyl-tetrazol-5-yl)biphenyl-4-yl]methyl]-5H-pyrazolo[1,5-b][1,2,4]triazole), C(C)C=1N(C=2N(N1)N=CC2)CC2=CC=C(C=C2)C2=C(C=CC=C2)C2=NN=NN2C(C2=CC=CC=C2)(C2=CC=CC=C2)C2=CC=CC=C2 (2-ethyl-1-[[2'-(N-triphenylmethyl-tetrazol-5-yl)biphenyl-4-yl]methyl]-1H-pyrazolo[1,5-b][1,2,4]triazole), C(C)C=1N(C=2N(N1)N=CC2)CC2=CC=C(C=C2)C2=C(C=CC=C2)C2=NN=NN2C(C2=CC=CC=C2)(C2=CC=CC=C2)C2=CC=CC=C2 (2-ethyl-1-[[2'-(N-triphenylmethyl-tetrazol-5-yl)biphenyl-4-yl]methyl]-1H-pyrazolo[1,5-b][1,2,4]triazole). Yields the product C(C)C=1N=C2N(N1)N(C=C2)CC2=CC=C(C=C2)C2=C(C=CC=C2)C2=NN=NN2C(C2=CC=CC=C2)(C2=CC=CC=C2)C2=CC=CC=C2 (2-ethyl-5-[[2'-(N-triphenylmethyl-tetrazol-5-yl)biphenyl-4-yl]methyl]-5H-pyrazolo[1,5-b][1,2,4]triazole), C(C)C=1NC=2N(N1)N=CC2 (2-ethyl-1H-pyrazolo[1,5-b][1,2,4]triazole). Reaction SMILES: [CH2:1]([C:3]1[N:4](CC2C=CC(C3C=CC=CC=3C3N(C(C4C=CC=CC=4)(C4C=CC=CC=4)C4C=CC=CC=4)N=NN=3)=CC=2)[C:5]2[N:6]([N:8]=[CH:9][CH:10]=2)[N:7]=1)[CH3:2].[CH2:48]([C:50]1[N:51]=[C:52]2[CH:57]=[CH:56][N:55]([CH2:58][C:59]3[CH:64]=[CH:63][C:62]([C:65]4[CH:70]=[CH:69][CH:68]=[CH:67][C:66]=4[C:71]4[N:75]([C:76]([C:89]5[CH:94]=[CH:93][CH:92]=[CH:91][CH:90]=5)([C:83]5[CH:88]=[CH:87][CH:86]=[CH:85][CH:84]=5)[C:77]5[CH:82]=[CH:81][CH:80]=[CH:79][CH:78]=5)[N:74]=[N:73][N:72]=4)=[CH:61][CH:60]=3)[N:53]2[N:54]=1)[CH3:49]>>[CH2:48]([C:50]1[N:51]=[C:52]2[CH:57]=[CH:56][N:55]([CH2:58][C:59]3[CH:60]=[CH:61][C:62]([C:65]4[CH:70]=[CH:69][CH:68]=[CH:67][C:66]=4[C:71]4[N:75]([C:76]([C:77]5[CH:82]=[CH:81][CH:80]=[CH:79][CH:78]=5)([C:89]5[CH:90]=[CH:91][CH:92]=[CH:93][CH:94]=5)[C:83]5[CH:88]=[CH:87][CH:86]=[CH:85][CH:84]=5)[N:74]=[N:73][N:72]=4)=[CH:63][CH:64]=3)[N:53]2[N:54]=1)[CH3:49].[CH2:1]([C:3]1[NH:4][C:5]2[N:6]([N:8]=[CH:9][CH:10]=2)[N:7]=1)[CH3:2]. Reported procedure: In the same manner as described in Example 38, 612 mg of 2-ethyl-1-[[2'-(N-triphenylmethyl-tetrazol-5-yl)biphenyl-4-yl]methyl]-1H-pyrazolo[1,5-b][1,2,4]triazole (compound 51a) and 449 mg of 2-ethyl-5-[[2'-(N-triphenylmethyl-tetrazol-5-yl)biphenyl-4-yl]methyl]-5H-pyrazolo[1,5-b][1,2,4]triazole (compound 51b) were obtained from 378 mg of 2-ethyl-1H-pyrazolo[1,5-b][1,2,4]triazole. The reactants are [Na] (sodium), BrBr (bromine), CNCCCCCCC (methyl heptylamine), N-heptyl-N-methyl-2-bromo-4,5-bibenzyloxycyclopentane-1-amine, C(C1=CC=CC=C1)OC1=CCC(C1)OCC1=CC=CC=C1 (3,5-dibenzyloxy-2-cyclopentene). Solvent: C1=CC=CC=C1 (benzene), C(CCCCCC)O (1-heptanol), C1=CC=CC=C1 (benzene). Product: C(CCCCCC)N(C1C(CC(C1OCCCCCCC)OCC1=CC=CC=C1)OCC1=CC=CC=C1)C (N-heptyl-N-methyl-5-heptyloxy-2,4-dibenzyloxy-cyclopentane-1-amine). Reaction SMILES: [Na].[CH2:2]([O:9][C:10]1[CH2:14][CH:13]([O:15][CH2:16][C:17]2[CH:22]=[CH:21][CH:20]=[CH:19][CH:18]=2)[CH2:12][CH:11]=1)[C:3]1[CH:8]=[CH:7][CH:6]=[CH:5][CH:4]=1.BrBr.[CH3:25][NH:26][CH2:27][CH2:28][CH2:29][CH2:30][CH2:31][CH2:32][CH3:33]>C(O)CCCCCC.C1C=CC=CC=1>[CH2:27]([N:26]([CH3:25])[CH:12]1[CH:11]([O:9][CH2:2][CH2:3][CH2:4][CH2:5][CH2:6][CH2:7][CH3:8])[CH:10]([O:9][CH2:2][C:3]2[CH:4]=[CH:5][CH:6]=[CH:7][CH:8]=2)[CH2:14][CH:13]1[O:15][CH2:16][C:17]1[CH:22]=[CH:21][CH:20]=[CH:19][CH:18]=1)[CH2:28][CH2:29][CH2:30][CH2:31][CH2:32][CH3:33] |^1:0|. Reported procedure: 0.23 g of sodium are dissolved in 30 ml of 1-heptanol at 50° under nitrogen. Dropwise, with stirring, there is added 4.88 g of N-heptyl-N-methyl-2-bromo-4,5-bibenzyloxycyclopentane-1-amine (obtainable from 3,5-dibenzyloxy-2-cyclopentene by the addition of bromine and reaction with 1-equivalent of methyl heptylamine), dissolved in 30 ml of benzene. Stirring is carried on for 6 hours at 50°. After cooling, 100 ml of benzene is added thereto. This is washed with water. The organic phase is dried ov... The reactants are C(C)(=O)O[C@H](C=O)[C@@H](OC(C)=O)[C@H](OC(C)=O)[C@H](OC(C)=O)COC(C)=O (Mannose pentaacetate), C1=CC=NC=C1.F (HF-pyridine). The solvent is ClCCl (dichloromethane). Run at temperature 40 celsius. The product is C(C)(=O)O[C@@H]1[C@H](O[C@@H]([C@H]([C@@H]1OC(C)=O)OC(C)=O)COC(C)=O)F (Tetra-O-Acetyl-α-D-mannopyranosyl fluoride). Reaction SMILES: [C:1]([O:4][C@@H:5]([C@H:8]([C@@H:13]([C@@H:18]([CH2:23][O:24][C:25](=[O:27])[CH3:26])[O:19][C:20](=[O:22])[CH3:21])[O:14][C:15](=[O:17])[CH3:16])[O:9][C:10](=O)C)C=O)(=[O:3])[CH3:2].C1C=CN=CC=1.[FH:34]>ClCCl>[C:25]([O:24][C@H:23]1[C@@H:18]([O:19][C:20](=[O:22])[CH3:21])[C@H:13]([O:14][C:15](=[O:17])[CH3:16])[C@@H:8]([CH2:5][O:4][C:1](=[O:3])[CH3:2])[O:9][C@@H:10]1[F:34])(=[O:27])[CH3:26] |f:1.2|. Procedure details: Mannose pentaacetate (100 g) was stirred with dichloromethane (10 mL) in a FEP Erlenmeyer. Cold HF-pyridine (100 g) was added and the resulting solution stirred at 40° C., sealed, overnight. The solution was poured into a FEP separating funnel containing water and chloroform and shaken. The chloroform layer was washed once with water and once with saturated sodium bicarbonate. The aqueous layers were neutralized with sodium hydroxide. The organic solution was dried over magnesium sulfate and con... The reactants are CN, ClCCl, Clc1ccnc(Cl)n1. Yields the product CNc1ccnc(Cl)n1. RXN SMILES: [CH3:9][NH2:10].[Cl:11][CH2:12][Cl:13].[Cl:1][c:2]1[n:3][cH:4][cH:5][c:6]([Cl:8])[n:7]1>>[Cl:1][c:2]1[n:3][cH:4][cH:5][c:6]([NH:10][CH3:9])[n:7]1.